describe an organic reaction: reactants, conditions, products, and yield From a dataset of the Open Reaction Database (ORD), a public repository of structured organic reaction records. Starting materials: F[B-](F)(F)F, O=C(O)C(=O)O, CC#N, O=C(O)c1cnoc1-c1ccc(C(F)(F)F)cc1, Fc1ccc(C2CCNC2)cc1, c1ccncc1, CN(C)C(On1nnc2ccccc21)=[N+](C)C. Product: O=C(c1cnoc1-c1ccc(C(F)(F)F)cc1)N1CCC(c2ccc(F)cc2)C1. RXN SMILES: [B-:19]([F:20])([F:21])([F:22])[F:23].[C:47]([OH:48])(=[O:49])[C:50]([OH:51])=[O:52].[CH3:65][C:66]#[N:67].[F:1][C:2]([c:3]1[cH:4][cH:5][c:6](-[c:9]2[c:10]([C:14](=[O:15])[OH:16])[cH:11][n:12][o:13]2)[cH:7][cH:8]1)([F:17])[F:18].[F:53][c:54]1[cH:55][cH:56][c:57]([CH:60]2[CH2:61][NH:62][CH2:63][CH2:64]2)[cH:58][cH:59]1.[cH:41]1[cH:42][cH:43][n:44][cH:45][cH:46]1.[n:24]1([O:25][C:26]([N:27]([CH3:28])[CH3:29])=[N+:30]([CH3:31])[CH3:32])[c:33]2[cH:34][cH:35][cH:36][cH:37][c:38]2[n:39][n:40]1>>[F:1][C:2]([c:3]1[cH:4][cH:5][c:6](-[c:9]2[c:10]([C:14](=[O:16])[N:62]3[CH2:61][CH:60]([c:57]4[cH:56][cH:55][c:54]([F:53])[cH:59][cH:58]4)[CH2:64][CH2:63]3)[cH:11][n:12][o:13]2)[cH:7][cH:8]1)([F:17])[F:18].